Dataset: the Open Reaction Database (ORD), a public repository of structured organic reaction records. Task: describe an organic reaction: reactants, conditions, products, and yield Reactants: ClCC=1C(=NC=CC1)SC1CCCC1 (3-Chloromethyl-2-cyclopentylsulfanyl-pyridine), C(C)OC(CCC1=CC(=C(C=C1)O)Cl)=O (3-(3-chloro-4-hydroxy-phenyl)-propionic acid ethyl ester). Product: ClC=1C=C(C=CC1OCC=1C(=NC=CC1)SC1CCCC1)CCC(=O)O (3-[3-chloro-4-(2-cyclopentylsulfanyl-pyridin-3-ylmethoxy)-phenyl]-propionic acid). Isolated yield 80.5%. As a reaction SMILES: Cl[CH2:2][C:3]1[C:4]([S:9][CH:10]2[CH2:14][CH2:13][CH2:12][CH2:11]2)=[N:5][CH:6]=[CH:7][CH:8]=1.C([O:17][C:18](=[O:29])[CH2:19][CH2:20][C:21]1[CH:26]=[CH:25][C:24]([OH:27])=[C:23]([Cl:28])[CH:22]=1)C>>[Cl:28][C:23]1[CH:22]=[C:21]([CH2:20][CH2:19][C:18]([OH:29])=[O:17])[CH:26]=[CH:25][C:24]=1[O:27][CH2:2][C:3]1[C:4]([S:9][CH:10]2[CH2:14][CH2:13][CH2:12][CH2:11]2)=[N:5][CH:6]=[CH:7][CH:8]=1. Procedure details: 3-Chloromethyl-2-cyclopentylsulfanyl-pyridine (28 mg, 0.13 mmol) obtained in Step C of Preparation Example 8 and 3-(3-chloro-4-hydroxy-phenyl)-propionic acid ethyl ester (33 mg, 0.14 mmol) obtained in Step C of Preparation Example 42 were used to react sequentially in the same manner as in Steps A and B of Example 1 to obtain the title compound (41 mg, 91%).